This data is from the Open Reaction Database (ORD), a public repository of structured organic reaction records. The task is: describe an organic reaction: reactants, conditions, products, and yield Reactants: [Al+3], ClCCl, CC(=O)Cl, CN1Cc2ccccc2C(=O)c2ccccc21, [Cl-], [Cl-], [Cl-], Cl. Yields the product CC(=O)c1ccc2c(c1)C(=O)c1ccccc1CN2C. RXN SMILES: [Al+3:23].[CH2:27]([Cl:28])[Cl:29].[CH3:1][C:2]([Cl:3])=[O:4].[CH3:5][N:6]1[c:7]2[c:8]([cH:18][cH:19][cH:20][cH:21]2)[C:9](=[O:17])[c:10]2[c:11]([cH:13][cH:14][cH:15][cH:16]2)[CH2:12]1.[Cl-:22].[Cl-:24].[Cl-:25].[ClH:26]>>[CH3:1][C:2](=[O:4])[c:19]1[cH:18][c:8]2[c:7]([cH:21][cH:20]1)[N:6]([CH3:5])[CH2:12][c:11]1[c:10]([cH:16][cH:15][cH:14][cH:13]1)[C:9]2=[O:17]. Reactants: O(C)C1=CC=C(C=C1)C1=NC2=CC=CC=C2C(=N1)C(=O)O (2-(4-methoxylphenyl)quinazoline-4-carboxylic acid), Cl.OC1=C2CCNCC2=CC=C1C (5-hydroxy-6-methyl-1,2,3,4-tetrahydroisoquinoline hydrochloride). Yields the product O(C)C1=CC=C(C=C1)C1=NC2=CC=CC=C2C(=N1)C(=O)N1CC2=CC=C(C(=C2CC1)O)C (2-[[2-(4-methoxylphenyl)quinazolin-4-yl]carbonyl]-5-hydroxy-6-methyl-1,2,3,4-tetrahydroisoquinoline). The yield is 22.0%. As a reaction SMILES: [O:1]([C:3]1[CH:8]=[CH:7][C:6]([C:9]2[N:18]=[C:17]([C:19](O)=[O:20])[C:16]3[C:11](=[CH:12][CH:13]=[CH:14][CH:15]=3)[N:10]=2)=[CH:5][CH:4]=1)[CH3:2].Cl.[OH:23][C:24]1[C:33]([CH3:34])=[CH:32][CH:31]=[C:30]2[C:25]=1[CH2:26][CH2:27][NH:28][CH2:29]2>>[O:1]([C:3]1[CH:8]=[CH:7][C:6]([C:9]2[N:18]=[C:17]([C:19]([N:28]3[CH2:27][CH2:26][C:25]4[C:30](=[CH:31][CH:32]=[C:33]([CH3:34])[C:24]=4[OH:23])[CH2:29]3)=[O:20])[C:16]3[C:11](=[CH:12][CH:13]=[CH:14][CH:15]=3)[N:10]=2)=[CH:5][CH:4]=1)[CH3:2] |f:1.2|. Procedure details: Reaction of 2-(4-methoxylphenyl)quinazoline-4-carboxylic acid with 5-hydroxy-6-methyl-1,2,3,4-tetrahydroisoquinoline hydrochloride gave compound 26 (22% yield) as a yellow solid. 1H NMR (300 MHz, CDCl3) δ 2.25 and 2.28 (2s, 3H), 2.81 and 3.04 (2t, 2H), 3.60 and 4.22 (2t, 2H), 3.93 (s, 3H), 4.49 and 5.09 (2s, 2H), 6.34-6.93 (m, 2H), 7.05-7.09 (m, 3H), 7.56-7.64 (m, 1H), 7.94-8.04 (m, 2H), 8.32-8.33 (m, 1H), 8.64-8.70 (m, 2H); MS (ESI) m/z 426 ([M+H]+). Reactants: CO, CCOC(C)=O, Nc1ccc(CC(N)C(=O)O)cc1, O=S(Cl)Cl. Yields the product COC(=O)C(N)Cc1ccc(N)cc1. RXN SMILES: [CH3:18][OH:19].[CH3:20][CH2:21][O:22][C:23](=[O:24])[CH3:25].[NH2:1][c:2]1[cH:3][cH:4][c:5]([CH2:6][CH:7]([NH2:8])[C:9](=[O:10])[OH:11])[cH:12][cH:13]1.[S:14]([Cl:15])([Cl:16])=[O:17]>>[NH2:1][c:2]1[cH:3][cH:4][c:5]([CH2:6][CH:7]([NH2:8])[C:9]([O:10][CH3:18])=[O:11])[cH:12][cH:13]1. The product is BrC1=C(C=C(C2=CC=CC=C12)OCCCCC)C(=O)O (1-bromo-4-pentyloxynaphthalene-2-carboxylic acid). Run in C(C)(C)(C)O (t-butanol), O (water). Run at time 16.5 hour. Procedure: 1-Bromo-4-pentyloxynaphthalene-2-carbaldehyde (0.77 g, 2.4 mmol), t-butanol (4.8 ml) and 2-methyl-2-butene (1.71 ml, 16.1 mmol) were mixed, and a solution prepared by mixing sodium chlorite (360 mg, 3.12 mmol), sodium dihydrogenphosphate (374 mg, 3.12 mmol) and water (2.4 ml) was added dropwise. The mixture was stirred at room temperature for 16.5 hours. A 1N aqueous sodium hydroxide solution (5 ml) was added, and t-butanol was evaporated under reduced pressure. Conc. hydrochloric acid was added... Starting materials: BrC1=C(C=C(C2=CC=CC=C12)OCCCCC)C=O (1-Bromo-4-pentyloxynaphthalene-2-carbaldehyde), CC(C)=CC (2-methyl-2-butene), [OH-].[Na+] (sodium hydroxide), Cl(=O)[O-].[Na+] (sodium chlorite), P(=O)(O)(O)[O-].[Na+] (sodium dihydrogenphosphate). Yield: 76.5%. As a reaction SMILES: [Br:1][C:2]1[C:11]2[C:6](=[CH:7][CH:8]=[CH:9][CH:10]=2)[C:5]([O:12][CH2:13][CH2:14][CH2:15][CH2:16][CH3:17])=[CH:4][C:3]=1[CH:18]=[O:19].CC(=CC)C.Cl([O-])=[O:26].[Na+].P([O-])(O)(O)=O.[Na+].[OH-].[Na+]>O.C(O)(C)(C)C>[Br:1][C:2]1[C:11]2[C:6](=[CH:7][CH:8]=[CH:9][CH:10]=2)[C:5]([O:12][CH2:13][CH2:14][CH2:15][CH2:16][CH3:17])=[CH:4][C:3]=1[C:18]([OH:26])=[O:19] |f:2.3,4.5,6.7|. Reactants: BrC(Br)(Br)Br, COC(=O)c1sc2c(C3CCCCC3)c(-c3ccccc3OCC(CO)NC(=O)OCc3ccccc3)[nH]c2c1C, ClCCl, [K+], [K+], O=C([O-])[O-], c1ccc(P(c2ccccc2)c2ccccc2)cc1. Product: COC(=O)c1sc2c(C3CCCCC3)c(-c3ccccc3OCC(CBr)NC(=O)OCc3ccccc3)[nH]c2c1C. Reaction SMILES: [Br:67][C:68]([Br:69])([Br:70])[Br:71].[CH2:1]([c:2]1[cH:3][cH:4][cH:5][cH:6][cH:7]1)[O:8][C:9](=[O:10])[NH:11][CH:12]([CH2:13][O:14][c:15]1[c:16](-[c:21]2[c:22]([CH:34]3[CH2:35][CH2:36][CH2:37][CH2:38][CH2:39]3)[c:23]3[c:24]([nH:25]2)[c:26]([CH3:33])[c:27]([C:29](=[O:30])[O:31][CH3:32])[s:28]3)[cH:17][cH:18][cH:19][cH:20]1)[CH2:40][OH:41].[Cl:72][CH2:73][Cl:74].[K+:61].[K+:62].[O-:63][C:64]([O-:65])=[O:66].[c:42]1([P:43]([c:44]2[cH:45][cH:46][cH:47][cH:48][cH:49]2)[c:50]2[cH:51][cH:52][cH:53][cH:54][cH:55]2)[cH:56][cH:57][cH:58][cH:59][cH:60]1>>[CH2:1]([c:2]1[cH:3][cH:4][cH:5][cH:6][cH:7]1)[O:8][C:9](=[O:10])[NH:11][CH:12]([CH2:13][O:14][c:15]1[c:16](-[c:21]2[c:22]([CH:34]3[CH2:35][CH2:36][CH2:37][CH2:38][CH2:39]3)[c:23]3[c:24]([nH:25]2)[c:26]([CH3:33])[c:27]([C:29](=[O:30])[O:31][CH3:32])[s:28]3)[cH:17][cH:18][cH:19][cH:20]1)[CH2:40][Br:67]. Yields the product Cc1ncc(C=CC(=O)CCCCc2ccc3c(n2)NCCC3)cn1. RXN SMILES: [CH3:1][O:2][P:3](=[O:4])([O:5][CH3:6])[CH2:7][C:8]([CH2:9][CH2:10][CH2:11][CH2:12][c:13]1[n:14][c:15]2[c:20]([cH:21][cH:22]1)[CH2:19][CH2:18][CH2:17][NH:16]2)=[O:23].[CH:24](=[O:25])[c:26]1[cH:27][n:28][c:29]([CH3:32])[n:30][cH:31]1.[O:33]=[CH:34][N:35]([CH3:36])[CH3:37]>>[CH:7]([C:8]([CH2:9][CH2:10][CH2:11][CH2:12][c:13]1[n:14][c:15]2[c:20]([cH:21][cH:22]1)[CH2:19][CH2:18][CH2:17][NH:16]2)=[O:23])=[CH:24][c:26]1[cH:27][n:28][c:29]([CH3:32])[n:30][cH:31]1. Reactants: COP(=O)(CC(=O)CCCCc1ccc2c(n1)NCCC2)OC, Cc1ncc(C=O)cn1, CN(C)C=O.